This data is from the Open Reaction Database (ORD), a public repository of structured organic reaction records. The task is: describe an organic reaction: reactants, conditions, products, and yield Starting materials: O (H2O), C([O-])([O-])=O.[Cs+].[Cs+] (Cesium carbonate), BrC=1C=C2C(=CC1)NC(C21CCSCC1)=O (5-Bromo-2′,3′,5′,6′-tetrahydrospiro[indole-3,4′-thiopyran]-2(1H)-one), BrCC(=O)OCC (ethyl bromoacetate). The solvent is CN(C)C=O (DMF). Run at time 16 hour. Yields the product BrC=1C=C2C(=CC1)N(C(C21CCSCC1)=O)CC(=O)OCC (Ethyl (5-bromo-2-oxo-2′,3′,5′,6′-tetrahydrospiro[indole-3,4′-thiopyran]-1(2H)-yl)acetate). Reaction SMILES: C(=O)([O-])[O-].[Cs+].[Cs+].[Br:7][C:8]1[CH:9]=[C:10]2[C:16]3([CH2:21][CH2:20][S:19][CH2:18][CH2:17]3)[C:15](=[O:22])[NH:14][C:11]2=[CH:12][CH:13]=1.Br[CH2:24][C:25]([O:27][CH2:28][CH3:29])=[O:26].O>CN(C=O)C>[Br:7][C:8]1[CH:9]=[C:10]2[C:16]3([CH2:17][CH2:18][S:19][CH2:20][CH2:21]3)[C:15](=[O:22])[N:14]([CH2:24][C:25]([O:27][CH2:28][CH3:29])=[O:26])[C:11]2=[CH:12][CH:13]=1 |f:0.1.2|. Procedure: Cesium carbonate (610 mg, 1.87 mmol) was added to a solution of 5-bromo-2′,3′,5′,6′-tetrahydrospiro[indole-3,4′-thiopyran]-2(1H)-one from Step C (372 mg, 1.25 mmol) and ethyl bromoacetate (0.166 mL, 1.50 mmol) in DMF (2 mL). After 16 h, H2O (5 mL) was added to the reaction and the resulting precipitate was collected by filtration to give the title compound. MS: m/z=386 (M+1). Reactants: COC(=O)C1=CSC=C1NC(COC1=CC=C(C=C1)C1=NC=CC=N1)=O (4-[2-(4-Pyrimidin-2-yl-phenoxy)-acetylamino]-thiophene-3-carboxylic acid methyl ester), C1CCOC1 (THF), O.[OH-].[Li+] (lithium hydroxide monohydrate). Solvent: O (water). Run at time 20 hour. Yields the product N1=C(N=CC=C1)C1=CC=C(OCC(=O)NC=2C(=CSC2)C(=O)O)C=C1 (4-[2-(4-Pyrimidin-2-yl-phenoxy)-acetylamino]-thiophene-3-carboxylic acid). RXN SMILES: C[O:2][C:3]([C:5]1[C:9]([NH:10][C:11](=[O:26])[CH2:12][O:13][C:14]2[CH:19]=[CH:18][C:17]([C:20]3[N:25]=[CH:24][CH:23]=[CH:22][N:21]=3)=[CH:16][CH:15]=2)=[CH:8][S:7][CH:6]=1)=[O:4].C1COCC1.O.[OH-].[Li+]>O>[N:21]1[CH:22]=[CH:23][CH:24]=[N:25][C:20]=1[C:17]1[CH:18]=[CH:19][C:14]([O:13][CH2:12][C:11]([NH:10][C:9]2[C:5]([C:3]([OH:4])=[O:2])=[CH:6][S:7][CH:8]=2)=[O:26])=[CH:15][CH:16]=1 |f:2.3.4|. Reported procedure: To 4-[2-(4-Pyrimidin-2-yl-phenoxy)-acetylamino]-thiophene-3-carboxylic acid methyl ester (41 mg) in a 1:1 mixture of THF and water (2.25 mL) was added lithium hydroxide monohydrate and the reaction mixture was stirred for 20 hours at room temperature. After such time the THF was evaporated off in vacuo and the remaining aqueous phase was neutralized by addition of a 1N HCl solution. The resulting precipitate was then isolated by filtration, washed with water, and dried in vacuo to yield the titl... The reactants are ClC1=C(C=C(C(=O)O)C=C1)O (4-chloro-3-hydroxy-benzoic acid), S(O)(O)(=O)=O (sulfuric acid), CCO (EtOH), O (Water), C(=O)(O)[O-].[Na+] (NaHCO3). Solvent: CCOCC (ether). The product is C(C)OC(C1=CC(=C(C=C1)Cl)O)=O (4-chloro-3-hydroxy-benzoic Acid Ethyl Ester). As a reaction SMILES: [Cl:1][C:2]1[CH:10]=[CH:9][C:5]([C:6]([OH:8])=[O:7])=[CH:4][C:3]=1[OH:11].S(=O)(=O)(O)O.O.C([O-])(O)=O.[Na+].[CH3:23][CH2:24]O>CCOCC>[CH2:23]([O:7][C:6](=[O:8])[C:5]1[CH:9]=[CH:10][C:2]([Cl:1])=[C:3]([OH:11])[CH:4]=1)[CH3:24] |f:3.4|. Reported procedure: A solution of 4-chloro-3-hydroxy-benzoic acid (29.3 mmol) in EtOH (110 mL) is treated with conc. sulfuric acid (23.6 mL) and heated to reflux for 16 h. Water (600 mL), NaHCO3 (100 g) and ether (300 mL) are added successively, the layers are separated and the aq. layer is extracted twice with ether. The combined organic layers are washed twice with brine, dried over MgSO4 and concentrated in vacuo to give the desired product which is used without further purification. The reactants are C(C)OC(C[N+]#[C-])=O (isocyanoacetic acid ethyl ester), O=CC(C)=C (methacrolein), C1=CC=CC=C1 (benzene), C1=CC=CC=C1 (benzene). Reagents/catalysts: [Cu-]=O (copper(I) oxide). Reaction conditions: time 1 hour. The product is C(C)OC(=O)C1N=COC1CC=C (5-(2-propenyl)-2-oxazoline-4-carboxylic acid ethyl ester). RXN SMILES: [CH2:1]([O:3][C:4](=[O:8])[CH2:5][N+:6]#[C-:7])[CH3:2].[O:9]=[CH:10][C:11](=[CH2:13])C.[CH:14]1C=CC=CC=1>[Cu-]=O>[CH2:1]([O:3][C:4]([CH:5]1[CH:10]([CH2:11][CH:13]=[CH2:14])[O:9][CH:7]=[N:6]1)=[O:8])[CH3:2]. Procedure details: 1.6 g of red copper(I) oxide are introduced into 200 ml of benzene. A solution of 140 g of isocyanoacetic acid ethyl ester and 105 g of freshly distilled methacrolein in 200 ml of benzene is added dropwise to this suspension within a period of 10 minutes with vigorous stirring, during which time the reaction temperature is kept at between 30° and 32° by cooling with ice. When the addition is complete, the mixtureis kept at 30°-32° until the exothermic reaction subsides, and is then stirred at ro...